This data is from the Open Reaction Database (ORD), a public repository of structured organic reaction records. The task is: describe an organic reaction: reactants, conditions, products, and yield Reactants: ester, COC(C1=C(C=CC(=C1)C=1SC=C(N1)C1=CC(=C(C=C1)Cl)Cl)Br)=O (2-bromo-5-[4-(3,4-dichloro-phenyl)-thiazol-2-yl]-benzoic acid methyl ester), COC(C1=C(C=CC(=C1)C=1SC=C(N1)C1=CC(=C(C=C1)Cl)Cl)Br)=O (2-bromo-5-[4-(3,4-dichloro-phenyl)-thiazol-2-yl]-benzoic acid methyl ester), [N+](=O)([O-])C1=CC=C(C=C1)B(O)O (4-nitrophenylboronic acid). The product is ClC=1C=C(C=CC1Cl)C=1N=C(SC1)C=1C=C(C(=CC1)C1=CC=C(C=C1)[N+](=O)[O-])C(=O)O (4-[4-(3,4-dichloro-phenyl)-thiazol-2-yl]-4′-nitro-biphenyl-2-carboxylic acid). Yield: 18.0%. As a reaction SMILES: C[O:2][C:3](=[O:24])[C:4]1[CH:9]=[C:8]([C:10]2[S:11][CH:12]=[C:13]([C:15]3[CH:20]=[CH:19][C:18]([Cl:21])=[C:17]([Cl:22])[CH:16]=3)[N:14]=2)[CH:7]=[CH:6][C:5]=1Br.[N+:25]([C:28]1[CH:33]=[CH:32][C:31](B(O)O)=[CH:30][CH:29]=1)([O-:27])=[O:26]>>[Cl:22][C:17]1[CH:16]=[C:15]([C:13]2[N:14]=[C:10]([C:8]3[CH:9]=[C:4]([C:3]([OH:2])=[O:24])[C:5]([C:31]4[CH:32]=[CH:33][C:28]([N+:25]([O-:27])=[O:26])=[CH:29][CH:30]=4)=[CH:6][CH:7]=3)[S:11][CH:12]=2)[CH:20]=[CH:19][C:18]=1[Cl:21]. Procedure: Using the conditions of General Procedure B for Suzuki Coupling and Hydrolysis in Parallel Mode, 2-bromo-5-[4-(3,4-dichloro-phenyl)-thiazol-2-yl]-benzoic acid methyl ester (which may be prepared as described for Intermediate 6; 89 mg, 0.2 mmol) was reacted with 4-nitrophenylboronic acid (available from Combi-Blocks Inc.; 67 mg, 0.4 mmol). The resulting ester was hydrolyzed and the acid was purified to give 4-[4-(3,4-dichloro-phenyl)-thiazol-2-yl]-4′-nitro-biphenyl-2-carboxylic acid (17 mg, 18%)....